Task: describe an organic reaction: reactants, conditions, products, and yield. Dataset: the Open Reaction Database (ORD), a public repository of structured organic reaction records Reaction SMILES: [CH2:1]([CH:2]=[CH2:3])[c:4]1[c:5]([O:6][CH2:7][C:8](=[O:9])[OH:10])[cH:11][cH:12][cH:13][c:14]1[C:15]([F:16])([F:17])[F:18].[S:19]([Cl:20])([Cl:21])=[O:22]>>[CH2:1]([CH:2]=[CH2:3])[c:4]1[c:5]([O:6][CH2:7][C:8](=[O:9])[OH:10])[cH:11][cH:12][cH:13][c:14]1[C:15]([F:16])([F:17])[F:18].[Cl-:21]. Yields the product C=CCc1c(OCC(=O)O)cccc1C(F)(F)F, [Cl-]. Starting materials: C=CCc1c(OCC(=O)O)cccc1C(F)(F)F, O=S(Cl)Cl. Reactants: COc1ccc2ncc(=O)n(CCN3CCC(NC(=O)OC(C)(C)C)CC3)c2c1, ClCCl, NC1CCN(CCn2c(=O)cnc3ccc(F)cc32)CC1, O=C(O)C(F)(F)F. Yields the product COc1ccc2ncc(=O)n(CCN3CCC(N)CC3)c2c1. As a reaction SMILES: [CH3:1][O:2][c:3]1[cH:4][cH:5][c:6]2[n:7][cH:8][c:9](=[O:29])[n:10]([CH2:13][CH2:14][N:15]3[CH2:16][CH2:17][CH:18]([NH:21][C:22](=[O:23])[O:24][C:25]([CH3:26])([CH3:27])[CH3:28])[CH2:19][CH2:20]3)[c:11]2[cH:12]1.[Cl:58][CH2:59][Cl:60].[NH2:37][CH:38]1[CH2:39][CH2:40][N:41]([CH2:42][CH2:43][n:44]2[c:45]3[c:46]([cH:47][cH:48][c:49]([F:50])[cH:51]3)[n:52][cH:53][c:54]2=[O:55])[CH2:56][CH2:57]1.[OH:30][C:31]([C:32]([F:33])([F:34])[F:35])=[O:36]>>[CH3:1][O:2][c:3]1[cH:4][cH:5][c:6]2[n:7][cH:8][c:9](=[O:29])[n:10]([CH2:13][CH2:14][N:15]3[CH2:16][CH2:17][CH:18]([NH2:21])[CH2:19][CH2:20]3)[c:11]2[cH:12]1. The reactants are C(C)(=O)OC1=C(C=C(C(=O)OC)C=C1C)C (methyl 4-acetoxy-3,5-dimethylbenzoate), CC(C)(C#N)N=NC(C)(C)C#N (AIBN), C1CC(=O)N(C1=O)Br (NBS). The solvent is C(Cl)(Cl)(Cl)Cl (carbon tetrachloride), C(Cl)(Cl)Cl (chloroform). Yields the product C(C)(=O)OC1=C(C=C(C(=O)OC)C=C1C)CBr (methyl 4-acetoxy-3-bromomethyl-5-methylbenzoate). RXN SMILES: [C:1]([O:4][C:5]1[C:14]([CH3:15])=[CH:13][C:8]([C:9]([O:11][CH3:12])=[O:10])=[CH:7][C:6]=1[CH3:16])(=[O:3])[CH3:2].CC(N=NC(C#N)(C)C)(C#N)C.C1C(=O)N([Br:36])C(=O)C1>C(Cl)(Cl)(Cl)Cl.C(Cl)(Cl)Cl>[C:1]([O:4][C:5]1[C:6]([CH3:16])=[CH:7][C:8]([C:9]([O:11][CH3:12])=[O:10])=[CH:13][C:14]=1[CH2:15][Br:36])(=[O:3])[CH3:2]. Procedure details: A solution of methyl 4-acetoxy-3,5-dimethylbenzoate (2.4 g) in carbon tetrachloride (35 mL) was treated with AIBN (azobisisobutrylnitrile, 0.177 g, 0.1 equivalent) and NBS (N-bromosuccinimide, 2.117 g, 1.1 equivalents). The reaction was heated at reflux under a nitrogen atmosphere for 6 h. The reaction was cooled to room temperature and diluted with chloroform (30 mL). This solution was washed with water (4×50 mL) and then dried over anhydrous magnesium sulfate, filtered and evaporated to drynes... Starting materials: CC(C)(C)O, C=CCOc1nc2ccc(OC)cc2c(-c2cccc(F)c2)c1C#N, C1CCOC1, C[N+]1([O-])CCOCC1, CCOC(C)=O, O=[Os](=O)(=O)=O, O, O. Product: COc1ccc2nc(OCC(O)CO)c(C#N)c(-c3cccc(F)c3)c2c1. RXN SMILES: [C:34]([OH:35])([CH3:36])([CH3:37])[CH3:38].[CH2:1]([CH:2]=[CH2:3])[O:4][c:5]1[n:6][c:7]2[cH:8][cH:9][c:10]([O:24][CH3:25])[cH:11][c:12]2[c:13](-[c:17]2[cH:18][c:19]([F:23])[cH:20][cH:21][cH:22]2)[c:14]1[C:15]#[N:16].[CH2:39]1[O:40][CH2:41][CH2:42][CH2:43]1.[CH3:26][N+:27]1([O-:28])[CH2:29][CH2:30][O:31][CH2:32][CH2:33]1.[CH3:46][CH2:47][O:48][C:49]([CH3:50])=[O:51].[O:52]=[Os:53](=[O:54])(=[O:55])=[O:56].[OH2:44].[OH2:45]>>[CH2:1]([CH:2]([CH2:3][OH:28])[OH:44])[O:4][c:5]1[n:6][c:7]2[cH:8][cH:9][c:10]([O:24][CH3:25])[cH:11][c:12]2[c:13](-[c:17]2[cH:18][c:19]([F:23])[cH:20][cH:21][cH:22]2)[c:14]1[C:15]#[N:16]. The reactants are ClC=1C(=NC=C(C1)C(F)(F)F)C1=CC(=C(C=C1)Cl)C(=O)Cl (3-chloro-2-(4-chloro-3-chloroformylphenyl)-5-trifluoromethylpyridine), CNC (dimethylamine). Solvent: O (water), C(Cl)Cl (methylene chloride). Run at temperature 0 celsius, time 4 hour. The product is ClC=1C(=NC=C(C1)C(F)(F)F)C1=CC(=C(C=C1)Cl)C(=O)N(C)C (3-Chloro-2-(4-chloro-3-dimethylaminocarbonylphenyl)-5-trifluoromethylpyridine). RXN SMILES: [Cl:1][C:2]1[C:3]([C:12]2[CH:17]=[CH:16][C:15]([Cl:18])=[C:14]([C:19](Cl)=[O:20])[CH:13]=2)=[N:4][CH:5]=[C:6]([C:8]([F:11])([F:10])[F:9])[CH:7]=1.[CH3:22][NH:23][CH3:24]>C(Cl)Cl.O>[Cl:1][C:2]1[C:3]([C:12]2[CH:17]=[CH:16][C:15]([Cl:18])=[C:14]([C:19]([N:23]([CH3:24])[CH3:22])=[O:20])[CH:13]=2)=[N:4][CH:5]=[C:6]([C:8]([F:11])([F:10])[F:9])[CH:7]=1. Procedure details: A solution of 3.5 g of 3-chloro-2-(4-chloro-3-chloroformylphenyl)-5-trifluoromethylpyridine in 10 ml of methylene chloride was added dropwise to 75 ml of a 40% by weight aqueous dimethylamine solution cooled to 0° C. The mixture was stirred at 0 to 5° C. for 4 hours and then diluted with 225 ml of water, after which it was extracted three times with 100 ml of tert-butyl methyl ether each time. The combined organic phases were washed twice with 100 ml of water each time, dried over sodium sulfate... Starting materials: C(C)(C)(C)O[C@H](C(=O)O)C=1C(=C2C=CC(=NC2=CC1C)C#CC1=CC=CC=C1)C1=CC=C(C=C1)Cl ((S)-2-tert-butoxy-2-(5-(4-chlorophenyl)-7-methyl-2-(phenylethynyl)quinolin-6-yl)acetic acid), C(#C)C1CC1 (ethynylcyclopropane). The product is C(C)(C)(C)O[C@H](C(=O)O)C=1C(=C2C=CC(=NC2=CC1C)C#CC1CC1)C1=CC=C(C=C1)Cl ((S)-2-tert-butoxy-2-(5-(4-chlorophenyl)-2-(cyclopropylethynyl)-7-methylquinolin-6-yl)acetic acid). As a reaction SMILES: [C:1]([O:5][C@@H:6]([C:10]1[C:11]([C:29]2[CH:34]=[CH:33][C:32]([Cl:35])=[CH:31][CH:30]=2)=[C:12]2[C:17](=[CH:18][C:19]=1[CH3:20])[N:16]=[C:15]([C:21]#[C:22][C:23]1[CH:28]=[CH:27]C=CC=1)[CH:14]=[CH:13]2)[C:7]([OH:9])=[O:8])([CH3:4])([CH3:3])[CH3:2].C(C1CC1)#C>>[C:1]([O:5][C@@H:6]([C:10]1[C:11]([C:29]2[CH:34]=[CH:33][C:32]([Cl:35])=[CH:31][CH:30]=2)=[C:12]2[C:17](=[CH:18][C:19]=1[CH3:20])[N:16]=[C:15]([C:21]#[C:22][CH:23]1[CH2:27][CH2:28]1)[CH:14]=[CH:13]2)[C:7]([OH:9])=[O:8])([CH3:3])([CH3:4])[CH3:2]. Procedure details: (S)-2-tert-Butoxy-2-(5-(4-chlorophenyl)-2-(cyclopropylethynyl)-7-methylquinolin-6-yl)acetic acid (38) (5.5 mg) was prepared in a similar manner as compound (S)-2-tert-butoxy-2-(5-(4-chlorophenyl)-7-methyl-2-(phenylethynyl)quinolin-6-yl)acetic acid of Example 37 except using ethynylcyclopropane instead of ethynylbenzene. 1H-NMR 400 MHz (CD3OD) 8.0 (m, 1 H), 7.84 (s, 1 H), 7.64-7.55 (4 H, m), 7.35 (d, J=7.6 Hz, 1H), 5.21 (s, 1 H), 2.72 (s, 3 H), 1.65 (m, 1 H), 1.13-1.02 (m, 4 H), 0.98 (s, 9 H); LC...